From a dataset of the Open Reaction Database (ORD), a public repository of structured organic reaction records. describe an organic reaction: reactants, conditions, products, and yield Starting materials: C1CCOC1, CO, COC(=O)C(C)C(=O)Nc1ccc(-c2ccccc2)cc1, [Li+], [OH-], O, O. Yields the product CC(C(=O)O)C(=O)Nc1ccc(-c2ccccc2)cc1. RXN SMILES: [CH2:25]1[O:26][CH2:27][CH2:28][CH2:29]1.[CH3:31][OH:32].[CH3:4][O:5][C:6]([CH:7]([C:8](=[O:9])[NH:10][c:11]1[cH:12][cH:13][c:14](-[c:17]2[cH:18][cH:19][cH:20][cH:21][cH:22]2)[cH:15][cH:16]1)[CH3:23])=[O:24].[Li+:2].[OH-:1].[OH2:30].[OH2:3]>>[O:5]=[C:6]([CH:7]([C:8](=[O:9])[NH:10][c:11]1[cH:12][cH:13][c:14](-[c:17]2[cH:18][cH:19][cH:20][cH:21][cH:22]2)[cH:15][cH:16]1)[CH3:23])[OH:24]. Reactants: O1C=CC2=C1CCCC2N (4,5,6,7-tetrahydro-1-benzofuran-4-amine), S1CCC(C2=CC=CC=C12)=O (2,3-dihydro-4H-thiochromen-4-one). The product is S1CCC(C2=CC=CC=C12)N (3,4-dihydro-2H-thiochromen-4-ylamine). As a reaction SMILES: O1C2CCCC([NH2:10])C=2C=C1.[S:11]1[C:20]2[C:15](=[CH:16][CH:17]=[CH:18][CH:19]=2)[C:14](=O)[CH2:13][CH2:12]1>>[S:11]1[C:20]2[C:15](=[CH:16][CH:17]=[CH:18][CH:19]=2)[CH:14]([NH2:10])[CH2:13][CH2:12]1. Reported procedure: Following the procedure for the preparation of 4,5,6,7-tetrahydro-1-benzofuran-4-amine but substituting 2,3-dihydro-4H-thiochromen-4-one and making non-critical variations provided the title compound as a oil: 1H NMR (300 MHz, CDCl3) δ 7.30, 7.07, 4.07, 3.28, 2.96, 2.16, 1.61; (MS/CI) calcd for C9H11NS+H 166.3, found 166.3. Reactants: COc1ccc(C(=O)c2ccc(CBr)cc2)cc1, Cc1[nH]c2cnn(C)c(=O)c2c1C, CN(C)C=O, O. Yields the product COc1ccc(C(=O)c2ccc(Cn3c(C)c(C)c4c(=O)n(C)ncc43)cc2)cc1. RXN SMILES: [CH3:14][O:15][c:16]1[cH:17][cH:18][c:19]([C:20](=[O:21])[c:22]2[cH:23][cH:24][c:25]([CH2:26][Br:27])[cH:28][cH:29]2)[cH:30][cH:31]1.[CH3:1][c:2]1[c:3]([CH3:13])[c:4]2[c:5]([cH:6][n:7][n:8]([CH3:11])[c:9]2=[O:10])[nH:12]1.[O:33]=[CH:34][N:35]([CH3:36])[CH3:37].[OH2:32]>>[CH3:1][c:2]1[c:3]([CH3:13])[c:4]2[c:5]([cH:6][n:7][n:8]([CH3:11])[c:9]2=[O:10])[n:12]1[CH2:26][c:25]1[cH:24][cH:23][c:22]([C:20]([c:19]2[cH:18][cH:17][c:16]([O:15][CH3:14])[cH:31][cH:30]2)=[O:21])[cH:29][cH:28]1.